From a dataset of the Open Reaction Database (ORD), a public repository of structured organic reaction records. describe an organic reaction: reactants, conditions, products, and yield Starting materials: C(C1=CC=CC=C1)OC1OC(CC1NC(=O)CN1N(C(CCC(C1=O)NC(=O)C1=NC=CC2=CC=CC=C12)=O)CCC)=O (Isoquinoline-1-carboxylic acid {2-[(2-benzyloxy-5-oxo-tetrahydro-furan-3-ylcarbamoyl)-methyl]-3,7-dioxo-1-propyl-[1,2]diazepan-4-yl}-amide), C(C1=CC=CC=C1)N1N(C(C(CCC1=O)NC(=O)C1=NC=CC2=CC=CC=C12)=O)CC(=O)NC(CC(=O)O)C=O (3-(2-{2-Benzyl-6-[(isoquinoline-1-carbonyl)-amino]-3,7-dioxo-[1,2]diazepan-1-yl}-acetylamino)-4-oxo-butyric acid). Product: C1(=NC=CC2=CC=CC=C12)C(=O)NC1CCC(N(N(C1=O)CC(=O)NC(CC(=O)O)C=O)CCC)=O (3-(2-(6-[(Isoquinoline-1-carbonyl)-amino]-3,7-dioxo-2-propyl-[1,2]diazepan-1-yl)-acetylamino)-4-oxo-butyric acid), C(C1=CC=CC=C1)N1N(C(C(CCC1=O)NC(=O)C1=NC=CC2=CC=CC=C12)=O)CC(=O)NC(CC(=O)O)C=O (3-(2-{2-Benzyl-6-[(isoquinoline-1-carbonyl)-amino]-3,7-dioxo-[1,2]diazepan-1-yl}-acetylamino)-4-oxo-butyric acid). Isolated yield 35.0%. RXN SMILES: C([O:8][CH:9]1[CH:13]([NH:14][C:15]([CH2:17][N:18]2[C:24](=[O:25])[CH:23]([NH:26][C:27]([C:29]3[C:38]4[C:33](=[CH:34][CH:35]=[CH:36][CH:37]=4)[CH:32]=[CH:31][N:30]=3)=[O:28])[CH2:22][CH2:21][C:20](=[O:39])[N:19]2[CH2:40][CH2:41][CH3:42])=[O:16])[CH2:12][C:11](=[O:43])[O:10]1)C1C=CC=CC=1.[CH2:44]([N:51]1[C:57](=[O:58])[CH2:56][CH2:55][CH:54]([NH:59][C:60]([C:62]2[C:71]3[C:66](=[CH:67][CH:68]=[CH:69][CH:70]=3)[CH:65]=[CH:64][N:63]=2)=[O:61])[C:53](=[O:72])[N:52]1[CH2:73][C:74]([NH:76][CH:77]([CH:82]=[O:83])[CH2:78][C:79]([OH:81])=[O:80])=[O:75])[C:45]1[CH:50]=[CH:49][CH:48]=[CH:47][CH:46]=1>>[C:29]1([C:27]([NH:26][CH:23]2[C:24](=[O:25])[N:18]([CH2:17][C:15]([NH:14][CH:13]([CH:9]=[O:8])[CH2:12][C:11]([OH:43])=[O:10])=[O:16])[N:19]([CH2:40][CH2:41][CH3:42])[C:20](=[O:39])[CH2:21][CH2:22]2)=[O:28])[C:38]2[C:33](=[CH:34][CH:35]=[CH:36][CH:37]=2)[CH:32]=[CH:31][N:30]=1.[CH2:44]([N:51]1[C:57](=[O:58])[CH2:56][CH2:55][CH:54]([NH:59][C:60]([C:62]2[C:71]3[C:66](=[CH:67][CH:68]=[CH:69][CH:70]=3)[CH:65]=[CH:64][N:63]=2)=[O:61])[C:53](=[O:72])[N:52]1[CH2:73][C:74]([NH:76][CH:77]([CH:82]=[O:83])[CH2:78][C:79]([OH:81])=[O:80])=[O:75])[C:45]1[CH:46]=[CH:47][CH:48]=[CH:49][CH:50]=1. Procedure: 3-(2-(6-[(Isoquinoline-1-carbonyl)-amino]-3,7-dioxo-2-propyl-[1,2]diazepan-1-yl)-acetylamino)-4-oxo-butyric acid (11b) was prepared from isoquinoline-1-carboxylic acid {2-[(2-benzyloxy-5-oxo-tetrahydro-furan-3-ylcarbamoyl)-methyl]-3,7-dioxo-1-propyl-[1,2]diazepan-4-yl}-amide (10b, diastereomers) (95 mg, 0.16 mmol) by the method used to prepare 11a to afford 28 mg (35% yield) of the title compound. 1H-NMR (500 MHz, CDCl3/CD3OD=0.5 mL/3 drops) δ 0.90-1.00 (t, 3H), 1.65-1.80 (m, 2H), 2.10-2.28 (m, ... The reactants are [Cl-].[NH4+] (ammonium chloride), C(C)(C)(C)C=1C=C2C=NN(C(C2=C(C1)F)=O)C=1C(=C(C=CC1)C=1C=C(C(N(C1)C)=O)NC1=CC=C(C=N1)C(C(=O)O)(C)C)CO (2-(6-{5-[3-(6-tert-Butyl-8-fluoro-1-oxo-1H-phthalazin-2-yl)-2-hydroxymethyl-phenyl]-1-methyl-2-oxo-1,2-dihydro-pyridin-3-ylamino}-pyridin-3-yl)-2-methyl-propionic acid), N1CCOCC1 (morpholine), C(CCl)Cl (EDC). The reagents and catalysts are CN(C)C=1C=CN=CC1 (DMAP). Run in C(C)(=O)OCC (Ethyl acetate), C(Cl)Cl (DCM). Reaction conditions: time 8 hour. Yields the product C(C)(C)(C)C=1C=C2C=NN(C(C2=C(C1)F)=O)C1=C(C(=CC=C1)C1=CN(C(C(=C1)NC1=NC=C(C=C1)C(C(=O)N1CCOCC1)(C)C)=O)C)CO (6-tert-butyl-2-(3-{5-[5-(1,1-dimethyl-2-morpholin-4-yl-2-oxo-ethyl)-pyridin-2-ylamino]-1-methyl-6-oxo-1,6-dihydro-pyridin-3-yl}-2-hydroxymethyl-phenyl)-8-fluoro-2H-phthalazin-1-one). Isolated yield 73.4%. Reaction SMILES: [C:1]([C:5]1[CH:6]=[C:7]2[C:12](=[C:13]([F:15])[CH:14]=1)[C:11](=[O:16])[N:10]([C:17]1[C:18]([CH2:44][OH:45])=[C:19]([C:23]3[CH:24]=[C:25]([NH:31][C:32]4[N:37]=[CH:36][C:35]([C:38]([CH3:43])([CH3:42])[C:39](O)=[O:40])=[CH:34][CH:33]=4)[C:26](=[O:30])[N:27]([CH3:29])[CH:28]=3)[CH:20]=[CH:21][CH:22]=1)[N:9]=[CH:8]2)([CH3:4])([CH3:3])[CH3:2].[NH:46]1[CH2:51][CH2:50][O:49][CH2:48][CH2:47]1.C(Cl)CCl.[Cl-].[NH4+]>CN(C1C=CN=CC=1)C.C(Cl)Cl.C(OCC)(=O)C>[C:1]([C:5]1[CH:6]=[C:7]2[C:12](=[C:13]([F:15])[CH:14]=1)[C:11](=[O:16])[N:10]([C:17]1[CH:22]=[CH:21][CH:20]=[C:19]([C:23]3[CH:24]=[C:25]([NH:31][C:32]4[CH:33]=[CH:34][C:35]([C:38]([CH3:43])([CH3:42])[C:39]([N:46]5[CH2:51][CH2:50][O:49][CH2:48][CH2:47]5)=[O:40])=[CH:36][N:37]=4)[C:26](=[O:30])[N:27]([CH3:29])[CH:28]=3)[C:18]=1[CH2:44][OH:45])[N:9]=[CH:8]2)([CH3:4])([CH3:3])[CH3:2] |f:3.4|. Procedure details: 2-(6-{5-[3-(6-tert-Butyl-8-fluoro-1-oxo-1H-phthalazin-2-yl)-2-hydroxymethyl-phenyl]-1-methyl-2-oxo-1,2-dihydro-pyridin-3-ylamino}-pyridin-3-yl)-2-methyl-propionic acid (50 mg, 0.08 mmol), morpholine (11 mg, 0.12 mmol), EDC (23 mg, 0.12 mmol), and DMAP (15 mg, 0.12 mmol) were dissolved in 1 ml of DCM and stirred at room temperature under nitrogen overnight. Ethyl acetate and saturated aqueous ammonium chloride were added and the layers were separated. The organic layer was washed with dilute ammo... The reactants are O=C1CCC(=O)N1Br, CC#N, COc1cc(C)cc(C)c1Cc1ccc(C(C)C)cc1, O. The product is COc1cc(C)c(Br)c(C)c1Cc1ccc(C(C)C)cc1. Reaction SMILES: [Br:21][N:22]1[C:23](=[O:24])[CH2:25][CH2:26][C:27]1=[O:28].[CH3:30][C:31]#[N:32].[CH:1]([CH3:2])([CH3:3])[c:4]1[cH:5][cH:6][c:7]([CH2:8][c:9]2[c:10]([O:17][CH3:18])[cH:11][c:12]([CH3:16])[cH:13][c:14]2[CH3:15])[cH:19][cH:20]1.[OH2:29]>>[CH:1]([CH3:2])([CH3:3])[c:4]1[cH:5][cH:6][c:7]([CH2:8][c:9]2[c:10]([O:17][CH3:18])[cH:11][c:12]([CH3:16])[c:13]([Br:21])[c:14]2[CH3:15])[cH:19][cH:20]1. Reactants: S1C=C(C=C1)C(=O)O (3-thiophenecarboxylic acid), NC=1C(N(C(N(C1N)CCC)=O)CCC)=O (5,6-diamino-1,3-dipropyluracil). The product is C(CC)N1C(=O)N(C=2N=C(NC2C1=O)C1=CSC=C1)CCC (1,3-dipropyl-8-(3-thienyl)xanthine). As a reaction SMILES: [S:1]1[CH:5]=[CH:4][C:3]([C:6](O)=O)=[CH:2]1.[NH2:9][C:10]1[C:11](=[O:24])[N:12]([CH2:21][CH2:22][CH3:23])[C:13](=[O:20])[N:14]([CH2:17][CH2:18][CH3:19])[C:15]=1[NH2:16]>>[CH2:21]([N:12]1[C:11](=[O:24])[C:10]2[NH:9][C:6]([C:3]3[CH:4]=[CH:5][S:1][CH:2]=3)=[N:16][C:15]=2[N:14]([CH2:17][CH2:18][CH3:19])[C:13]1=[O:20])[CH2:22][CH3:23]. Procedure: The starting 1,3-dipropyl-8-(3-thienyl)xanthine is prepared in a manner analogous to that described in Example 2 hereinafter using 3-thiophenecarboxylic acid and 5,6-diamino-1,3-dipropyluracil, mp>250° C. Isolated yield 69.4%. The reactants are NC=1SC=CC1C#N (2-Amino-thiophene-3-carbonitrile), S1C(=CC=C1)C=O (thiophene-2-carboxaldehyde), C(=O)(C(F)(F)F)O (TFA). The product is S1C(=CC=C1)C=NC=1SC=CC1C#N (2-[(thiophen-2-ylmethylene)-amino]-thiophene-3-carbonitrile). RXN SMILES: [NH2:1][C:2]1[S:3][CH:4]=[CH:5][C:6]=1[C:7]#[N:8].[S:9]1[CH:13]=[CH:12][CH:11]=[C:10]1[CH:14]=O.C(O)(C(F)(F)F)=O>C(O)(C)C>[S:9]1[CH:13]=[CH:12][CH:11]=[C:10]1[CH:14]=[N:1][C:2]1[S:3][CH:4]=[CH:5][C:6]=1[C:7]#[N:8]. Procedure details: 2-Amino-thiophene-3-carbonitrile (50 mg) and thiophene-2-carboxaldehyde (54 mg) were mixed in isopropanol with TFA and refluxed for 20 hours. The reaction was then purified by flash chromatography, resulting in 61 mg (70%) of the title compound as an orange solid. M.p. 58°-60° C. 1H-NMR (300 MHz, [D] acetone): δ=8.49 (s, 1H), 7.90 (d, 1H, 3J=5.0 Hz), 7.82 (dd, 1H, 3J=3.7 Hz and 1.0 Hz), 7.42 (d, 1H, 3J=5.7 Hz), 7.27 (m, 2H, 3J=5.6 Hz). 13C-NMR (300 MHz, [D] acetone): δ=163.4, 155.4, 141.8, 136.2... Solvent: C(C)(C)O (isopropanol). The reactants are CCCCCC, CC(Cc1cccc(Cl)c1)(C(=O)O)c1ccc(Cl)cc1, O=S(Cl)Cl. The product is CC1(c2ccc(Cl)cc2)Cc2cc(Cl)ccc2C1=O. As a reaction SMILES: [CH3:25][CH2:26][CH2:27][CH2:28][CH2:29][CH3:30].[Cl:1][c:2]1[cH:3][c:4]([CH2:5][C:6]([C:7](=[O:8])[OH:9])([CH3:10])[c:11]2[cH:12][cH:13][c:14]([Cl:17])[cH:15][cH:16]2)[cH:18][cH:19][cH:20]1.[S:21]([Cl:22])([Cl:23])=[O:24]>>[Cl:1][c:2]1[cH:3][c:4]2[c:18]([cH:19][cH:20]1)[C:7](=[O:9])[C:6]([CH3:10])([c:11]1[cH:12][cH:13][c:14]([Cl:17])[cH:15][cH:16]1)[CH2:5]2. Reactants: C[C@@H]1N([C@@H](CCC1)C)C1=NN=C2N1C=C(C=C2)O[C@@H]2CC[C@@H](C1=CC=CC=C21)N ((1S,4R)-4-[3-(cis-2,6-Dimethyl-piperidin-1-yl)-[1,2,4]triazolo[4,3-a]pyridin-6-yloxy]-1,2,3,4-tetrahydro-naphthalen-1-ylamine), ClC(COC(NC1=CC(=NN1C=1C=NN(C1)CCOC1OCCCC1)C(C)(C)C)=O)(Cl)Cl ({3-tert-Butyl-1′-[2-(tetrahydro-pyran-2-yloxy)-ethyl]-1′H-[1,4′]bipyrazolyl-5-yl}-carbamic acid 2,2,2-trichloro-ethyl ester), CCN(C(C)C)C(C)C (DIPEA), O1CCOCC1 (dioxane). Reaction conditions: temperature 80 celsius, time 8 hour. The product is C(=O)O.C(C)(C)(C)C1=NN(C(=C1)NC(=O)N[C@H]1CC[C@H](C2=CC=CC=C12)OC=1C=CC=2N(C1)C(=NN2)N2[C@H](CCC[C@H]2C)C)C=2C=NN(C2)CCN2CCOCC2 (1-[3-tert-Butyl-1′-(2-morpholin-4-yl-ethyl)-1′H-[1,4′]bipyrazolyl-5-yl]-3-((1S,4R)-4-[3-((2S,6R)-2,6-dimethyl-piperidin-1-yl)-[1,2,4]triazolo[4,3-a]pyridin-6-yloxy]-1,2,3,4-tetrahydro-naphthalen-1-yl)-urea formate salt). Isolated yield 95.0%. RXN SMILES: [CH3:1][C@H:2]1[CH2:7][CH2:6][CH2:5][C@@H:4]([CH3:8])[N:3]1[C:9]1[N:13]2[CH:14]=[C:15]([O:18][C@H:19]3[C:28]4[C:23](=[CH:24][CH:25]=[CH:26][CH:27]=4)[C@@H:22]([NH2:29])[CH2:21][CH2:20]3)[CH:16]=[CH:17][C:12]2=[N:11][N:10]=1.ClC(Cl)(Cl)C[O:33][C:34](=[O:59])[NH:35][C:36]1[N:40]([C:41]2[CH:42]=[N:43][N:44]([CH2:46][CH2:47]OC3CCCCO3)[CH:45]=2)[N:39]=[C:38]([C:55]([CH3:58])([CH3:57])[CH3:56])[CH:37]=1.[CH3:62][CH2:63][N:64](C(C)C)[CH:65]([CH3:67])C.[O:71]1CCOCC1>>[CH:34]([OH:59])=[O:33].[C:55]([C:38]1[CH:37]=[C:36]([NH:35][C:34]([NH:29][C@@H:22]2[C:23]3[C:28](=[CH:27][CH:26]=[CH:25][CH:24]=3)[C@H:19]([O:18][C:15]3[CH:16]=[CH:17][C:12]4[N:13]([C:9]([N:3]5[C@H:2]([CH3:1])[CH2:7][CH2:6][CH2:5][C@@H:4]5[CH3:8])=[N:10][N:11]=4)[CH:14]=3)[CH2:20][CH2:21]2)=[O:59])[N:40]([C:41]2[CH:42]=[N:43][N:44]([CH2:46][CH2:47][N:64]3[CH2:65][CH2:67][O:71][CH2:62][CH2:63]3)[CH:45]=2)[N:39]=1)([CH3:56])([CH3:57])[CH3:58] |f:4.5|. Procedure: A mixture of Intermediate 96c (200 mg, 0.51 mmol), Intermediate 108b (261 mg, 0.51 mmol) and DIPEA (178 μL, 1.02 mmol) in dioxane (5 mL) was stirred at 80° C. overnight. After cooling, the reaction mixture was partitioned between water and DCM. The aqueous phase was extracted with EtOAc (×3) and the combined organic layers were washed with brine, dried (MgSO4) and concentrated in vacuo. The resultant residue was purified by FCC on silica, using a gradient of 1-10% MeOH in DCM to afford the title...